Dataset: the Open Reaction Database (ORD), a public repository of structured organic reaction records. Task: describe an organic reaction: reactants, conditions, products, and yield Reactants: ClC=1C=CC=C2C(=C(N=NC12)C1=CC=CC=C1)C=1C=C(C=CC1)O (3-(8-chloro-3-phenyl-cinnolin-4-yl)-phenol), COC(C1=CC(=CC=C1)CBr)=O (3-bromomethyl-benzoic acid methyl ester). The product is COC(C1=CC(=CC=C1)COC1=CC(=CC=C1)C1=C(N=NC2=C(C=CC=C12)Cl)C1=CC=CC=C1)=O (3-[3-(8-Chloro-3-phenyl-cinnolin-4-yl)-phenoxymethyl]-benzoic acid methyl ester). Reaction SMILES: [Cl:1][C:2]1[CH:3]=[CH:4][CH:5]=[C:6]2[C:11]=1[N:10]=[N:9][C:8]([C:12]1[CH:17]=[CH:16][CH:15]=[CH:14][CH:13]=1)=[C:7]2[C:18]1[CH:19]=[C:20]([OH:24])[CH:21]=[CH:22][CH:23]=1.[CH3:25][O:26][C:27](=[O:36])[C:28]1[CH:33]=[CH:32][CH:31]=[C:30]([CH2:34]Br)[CH:29]=1>>[CH3:25][O:26][C:27](=[O:36])[C:28]1[CH:33]=[CH:32][CH:31]=[C:30]([CH2:34][O:24][C:20]2[CH:21]=[CH:22][CH:23]=[C:18]([C:7]3[C:6]4[C:11](=[C:2]([Cl:1])[CH:3]=[CH:4][CH:5]=4)[N:10]=[N:9][C:8]=3[C:12]3[CH:13]=[CH:14][CH:15]=[CH:16][CH:17]=3)[CH:19]=2)[CH:29]=1. Reported procedure: 3-[3-(8-Chloro-3-phenyl-cinnolin-4-yl)-phenoxymethyl]-benzoic acid methyl ester was prepared from 3-(8-chloro-3-phenyl-cinnolin-4-yl)-phenol and 3-bromomethyl-benzoic acid methyl ester according to the procedure of Example 14. MS (ES) m/z 480.8; Reactants: C(C)(=O)OCC (ethyl acetate), OC=1C=C(NC(C=C)=O)C=CC1 (3'-hydroxyacrylanilide), C(CCCCCCCCCCCCCCCCC)N=C=O (octadecyl isocyanate). The solvent is C(C)N(CC)CC (triethylamine). RXN SMILES: C(OCC)(=O)C.[OH:7][C:8]1[CH:9]=[C:10]([CH:16]=[CH:17][CH:18]=1)[NH:11][C:12](=[O:15])[CH:13]=[CH2:14].[CH2:19]([N:37]=[C:38]=[O:39])[CH2:20][CH2:21][CH2:22][CH2:23][CH2:24][CH2:25][CH2:26][CH2:27][CH2:28][CH2:29][CH2:30][CH2:31][CH2:32][CH2:33][CH2:34][CH2:35][CH3:36]>C(N(CC)CC)C>[CH2:19]([NH:37][C:38]([O:7][C:8]1[CH:9]=[C:10]([CH:16]=[CH:17][CH:18]=1)[NH:11][C:12](=[O:15])[CH:13]=[CH2:14])=[O:39])[CH2:20][CH2:21][CH2:22][CH2:23][CH2:24][CH2:25][CH2:26][CH2:27][CH2:28][CH2:29][CH2:30][CH2:31][CH2:32][CH2:33][CH2:34][CH2:35][CH3:36]. Conditions: temperature 20 celsius. Yields the product 40.5, C(CCCCCCCCCCCCCCCCC)NC(=O)OC=1C=C(NC(C=C)=O)C=CC1 (3'-(octadecylcarbamoyloxy)acrylanilide). Procedure details: A reaction vessel is charged with 100 parts of ethyl acetate, 16.3 parts of 3'-hydroxyacrylanilide, 29.5 parts of octadecyl isocyanate and one part of triethylamine. The reaction mixture is heated at reflux for about 1 hour, cooled to 20°C and filtered. The solids are washed with ethyl acetate and air dried to give 40.5 parts of 3'-(octadecylcarbamoyloxy)acrylanilide, m.p. 124°-126°C. Reactants: COc1nc2ccccc2nc1NC(=S)Oc1ccccc1, Cc1cc(C)cc(N2CCNCC2)c1. The product is COc1nc2ccccc2nc1NC(=S)N1CCN(c2cc(C)cc(C)c2)CC1. Reaction SMILES: [CH3:1][O:2][c:3]1[n:4][c:5]2[cH:6][cH:7][cH:8][cH:9][c:10]2[n:11][c:12]1[NH:13][C:14]([O:15][c:16]1[cH:17][cH:18][cH:19][cH:20][cH:21]1)=[S:22].[CH3:23][c:24]1[cH:25][c:26]([N:31]2[CH2:32][CH2:33][NH:34][CH2:35][CH2:36]2)[cH:27][c:28]([CH3:30])[cH:29]1>>[CH3:1][O:2][c:3]1[n:4][c:5]2[cH:6][cH:7][cH:8][cH:9][c:10]2[n:11][c:12]1[NH:13][C:14](=[S:22])[N:34]1[CH2:33][CH2:32][N:31]([c:26]2[cH:25][c:24]([CH3:23])[cH:29][c:28]([CH3:30])[cH:27]2)[CH2:36][CH2:35]1. Solvent: C(=O)O (formic acid). Procedure details: 1.2 g (6.6 mmol) methyl 2,3-dihydro-1H-isoindole-5-carboxylate are dissolved in 5 ml formic acid, combined with 2 ml formalin solution (37% solution in water), heated to 70° C. for 3.5 hours and stirred for 16 hours at RT. The reaction mixture is evaporated down i. vac. and combined with 0.1 N sodium hydroxide solution and extracted three times with ethyl acetate. The combined organic phases are dried on sodium sulphate, filtered and evaporated down i. vac. Run at temperature 70 celsius, time 16 hour. The reactants are C1NCC2=CC(=CC=C12)C(=O)OC (methyl 2,3-dihydro-1H-isoindole-5-carboxylate), C=O (formalin). Product: CN1CC2=CC=C(C=C2C1)C(=O)OC (Methyl 2-methyl-2,3-dihydro-1H-isoindole-5-carboxylate). Reaction SMILES: [CH2:1]1[C:9]2[C:4](=[CH:5][C:6]([C:10]([O:12][CH3:13])=[O:11])=[CH:7][CH:8]=2)[CH2:3][NH:2]1.[CH2:14]=O>C(O)=O>[CH3:14][N:2]1[CH2:3][C:4]2[C:9](=[CH:8][CH:7]=[C:6]([C:10]([O:12][CH3:13])=[O:11])[CH:5]=2)[CH2:1]1. Reactants: BrB(Br)Br, ClCCl, COCCn1cnc(-c2cc(C)c3nc(C4CC4)n(Cc4ccc(-c5ccccc5C(=O)O)cc4)c3c2)c1, O. The product is Cc1cc(-c2cn(CCO)cn2)cc2c1nc(C1CC1)n2Cc1ccc(-c2ccccc2C(=O)O)cc1. Reaction SMILES: [B:39]([Br:40])([Br:41])[Br:42].[CH2:44]([Cl:45])[Cl:46].[CH:1]1([c:4]2[n:5][c:6]3[c:7]([n:8]2[CH2:9][c:10]2[cH:11][cH:12][c:13](-[c:16]4[c:17]([C:22](=[O:23])[OH:24])[cH:18][cH:19][cH:20][cH:21]4)[cH:14][cH:15]2)[cH:25][c:26](-[c:30]2[n:31][cH:32][n:33]([CH2:35][CH2:36][O:37][CH3:38])[cH:34]2)[cH:27][c:28]3[CH3:29])[CH2:2][CH2:3]1.[OH2:43]>>[CH:1]1([c:4]2[n:5][c:6]3[c:7]([n:8]2[CH2:9][c:10]2[cH:11][cH:12][c:13](-[c:16]4[c:17]([C:22](=[O:23])[OH:24])[cH:18][cH:19][cH:20][cH:21]4)[cH:14][cH:15]2)[cH:25][c:26](-[c:30]2[n:31][cH:32][n:33]([CH2:35][CH2:36][OH:37])[cH:34]2)[cH:27][c:28]3[CH3:29])[CH2:2][CH2:3]1. Reactants: FC(C1=CC=C(C=N1)CC#N)(F)F ((6-trifluoromethyl-pyridin-3-yl)-acetonitrile), CC1=NC=C(C=N1)CO ((2-methyl-pyrimidin-5-yl)-methanol). The product is CC1=NC=C(C=N1)CC#N ((2-Methyl-pyrimidin-5-yl)-acetonitrile). RXN SMILES: FC(F)(F)[C:3]1[N:8]=[CH:7][C:6]([CH2:9][C:10]#[N:11])=[CH:5][CH:4]=1.CC1N=CC(CO)=C[N:16]=1>>[CH3:4][C:3]1[N:16]=[CH:5][C:6]([CH2:9][C:10]#[N:11])=[CH:7][N:8]=1. Procedure details: (2-Methyl-pyrimidin-5-yl)-acetonitrile was prepared as described above for the synthesis of (6-trifluoromethyl-pyridin-3-yl)-acetonitrile starting from (2-methyl-pyrimidin-5-yl)-methanol Starting materials: COC1=CC=C(C=C1)O (4-methoxyphenol), ClCCCC#C (5-chloro-1-pentyne), [H-].[Na+] (sodium hydride), [H][H] (hydrogen). The solvent is CS(=O)C (dimethyl sulfoxide), O (water). Run at time 16.5 hour. Product: COC1=CC=C(C=C1)OCCCC#C (1-Methoxy-4-(4-pentynyloxy)benzene). Isolated yield 93.3%. As a reaction SMILES: [H-].[Na+].[CH3:3][O:4][C:5]1[CH:10]=[CH:9][C:8]([OH:11])=[CH:7][CH:6]=1.[H][H].Cl[CH2:15][CH2:16][CH2:17][C:18]#[CH:19]>CS(C)=O.O>[CH3:3][O:4][C:5]1[CH:10]=[CH:9][C:8]([O:11][CH2:19][CH2:18][CH2:17][C:16]#[CH:15])=[CH:7][CH:6]=1 |f:0.1|. Procedure details: To a suspension of 960 mg (40 mmol) of sodium hydride in 25 mL of dimethyl sulfoxide is added 4.97 g (40 mmol) of 4-methoxyphenol. After the evolution of hydrogen has ceased, 4.10 g (40 mmol, 4.24 mL) of 5-chloro-1-pentyne is added. The mixture is maintained with stirring for 16.5 hours, is diluted with water and is extracted with ethyl ether. The ethereal extract is dried over magnesium sulfate, filtered and rotoevaporated to give 7.1 g (93%) of title compound. Starting materials: CC(C)(C)[Si](C)(C)OCC1CCC(O)C1, Clc1ncnc2c1nc(-c1cccc3ccccc13)n2C1CCCCO1, [H-], [Na+], CN(C)C=O. The product is CC(C)(C)[Si](C)(C)OCC1CCC(Oc2ncnc3c2nc(-c2cccc4ccccc24)n3C2CCCCO2)C1. RXN SMILES: [C:1]([CH3:2])([CH3:3])([CH3:4])[Si:5]([O:6][CH2:7][CH:8]1[CH2:9][CH:10]([OH:13])[CH2:11][CH2:12]1)([CH3:14])[CH3:15].[Cl:18][c:19]1[c:20]2[n:21][c:22](-[c:34]3[cH:35][cH:36][cH:37][c:38]4[cH:39][cH:40][cH:41][cH:42][c:43]34)[n:23]([CH:28]3[O:29][CH2:30][CH2:31][CH2:32][CH2:33]3)[c:24]2[n:25][cH:26][n:27]1.[H-:16].[Na+:17].[O:44]=[CH:45][N:46]([CH3:47])[CH3:48]>>[C:1]([CH3:2])([CH3:3])([CH3:4])[Si:5]([O:6][CH2:7][CH:8]1[CH2:9][CH:10]([O:13][c:19]2[c:20]3[n:21][c:22](-[c:34]4[cH:35][cH:36][cH:37][c:38]5[cH:39][cH:40][cH:41][cH:42][c:43]45)[n:23]([CH:28]4[O:29][CH2:30][CH2:31][CH2:32][CH2:33]4)[c:24]3[n:25][cH:26][n:27]2)[CH2:11][CH2:12]1)([CH3:14])[CH3:15]. Starting materials: COC(=O)Cl, ClCCl, CN(C)C1CCc2[nH]c3ccc(N)cc3c2C1. Product: COC(=O)Nc1ccc2[nH]c3c(c2c1)CC(N(C)C)CC3. As a reaction SMILES: [Cl:18][C:19](=[O:20])[O:21][CH3:22].[Cl:23][CH2:24][Cl:25].[NH2:1][c:2]1[cH:3][c:4]2[c:5]3[c:10]([nH:11][c:12]2[cH:13][cH:14]1)[CH2:9][CH2:8][CH:7]([N:15]([CH3:16])[CH3:17])[CH2:6]3>>[NH:1]([c:2]1[cH:3][c:4]2[c:5]3[c:10]([nH:11][c:12]2[cH:13][cH:14]1)[CH2:9][CH2:8][CH:7]([N:15]([CH3:16])[CH3:17])[CH2:6]3)[C:19](=[O:20])[O:21][CH3:22]. The reactants are ClC1=NC2=CC=CC(=C2C=C1)C(C=[N+]=[N-])=O (1-(2-chloro-quinolin-5-yl)-2-diazo-ethanone), CO (methanol), C(C)(=O)OCC (ethyl acetate). The reagents and catalysts are C(C1=CC=CC=C1)(=O)[O-].[Ag+] (silver benzoate). Solvent: C(C)N(CC)CC (triethylamine). Yields the product COC(CC1=C2C=CC(=NC2=CC=C1)Cl)=O ((2-chloro-quinolin-5-yl)-acetic acid methyl ester). Isolated yield 55.0%. As a reaction SMILES: [Cl:1][C:2]1[CH:11]=[CH:10][C:9]2[C:4](=[CH:5][CH:6]=[CH:7][C:8]=2C(=O)C=[N+]=[N-])[N:3]=1.CO.[C:19]([O:22][CH2:23]C)(=[O:21])[CH3:20]>C(N(CC)CC)C.C([O-])(=O)C1C=CC=CC=1.[Ag+]>[CH3:23][O:22][C:19](=[O:21])[CH2:20][C:8]1[CH:7]=[CH:6][CH:5]=[C:4]2[C:9]=1[CH:10]=[CH:11][C:2]([Cl:1])=[N:3]2 |f:4.5|. Procedure: A mixture of 2.17 g (9.37 mmol) 1-(2-chloro-quinolin-5-yl)-2-diazo-ethanone and 20 mL methanol was brought to reflux. A solution of 0.20 g (0.87 mmol) silver benzoate in 1 mL triethylamine was added to the reaction mixture. After 10 min at reflux, TLC analysis (ethyl acetate, silica, Rf prod 0.8) showed starting material consumed. The solvent was removed under reduced pressure and the resulting black residue was purified on 100 g 230-400 mesh silica eluting with 1:1 hexanes/ethyl acetate to give...